From a dataset of the Open Reaction Database (ORD), a public repository of structured organic reaction records. describe an organic reaction: reactants, conditions, products, and yield Reactants: S(O)(O)(=O)=O (sulfuric acid), C(#N)CCN1CCOC(CC1)(C1=CC=CC=C1)C1=CC=CC=C1 (4-(2-cyanoethyl)-7,7-diphenyl-hexahydro-1,4-oxazepine), [Cl-].[Al+3].[Cl-].[Cl-] (aluminum chloride), [H-].[Al+3].[Li+].[H-].[H-].[H-] (lithium aluminum hydride). Run in O (water), C(C)OCC (diethyl ether), C(C)OCC (diethyl ether). Product: Cl.Cl.NCCCN1CCOC(CC1)(C1=CC=CC=C1)C1=CC=CC=C1 (4-(3-aminopropyl)-7,7-diphenyl-hexahydro-1,4-oxazepine dihydrochloride). RXN SMILES: [C:1]([CH2:3][CH2:4][N:5]1[CH2:11][CH2:10][C:9]([C:18]2[CH:23]=[CH:22][CH:21]=[CH:20][CH:19]=2)([C:12]2[CH:17]=[CH:16][CH:15]=[CH:14][CH:13]=2)[O:8][CH2:7][CH2:6]1)#[N:2].[Cl-:24].[Al+3].[Cl-].[Cl-].[H-].[Al+3].[Li+].[H-].[H-].[H-].S(=O)(=O)(O)O>C(OCC)C.O>[ClH:24].[ClH:24].[NH2:2][CH2:1][CH2:3][CH2:4][N:5]1[CH2:11][CH2:10][C:9]([C:18]2[CH:23]=[CH:22][CH:21]=[CH:20][CH:19]=2)([C:12]2[CH:13]=[CH:14][CH:15]=[CH:16][CH:17]=2)[O:8][CH2:7][CH2:6]1 |f:1.2.3.4,5.6.7.8.9.10,14.15.16|. Procedure: 3.06 g of 4-(2-cyanoethyl)-7,7-diphenyl-hexahydro-1,4-oxazepine are added portionwise to the suspension prepared by combining the solution of 1.33 g of anhydrous aluminum chloride in 30 ml of diethyl ether with that of 0.38 g of lithium aluminum hydride in 30 ml of diethyl ether while stirring and cooling with an ice-bath. The mixture is allowed to warm up to room temperature, stirred for 5 1/2 hours and cooled again to 0°-5°. Thereupon 5 ml of water and 15 ml of 3N aqueous sulfuric acid are add... Reactants: C(C)(=O)N1[C@H](CN(C2=CC(=CC=C12)Br)C(=O)OC(C)C)C (isopropyl (S)-4-acetyl-7-bromo-3-methyl-3,4-dihydroquinoxaline-1(2H)-carboxylate), [N+](=O)(O)[O-] (Nitric acid). Run in C(C)(=O)O (acetic acid). Reaction conditions: temperature 110 celsius, time 1 hour. Product: C(C)(=O)N1[C@H](CN(C2=CC(=C(C=C12)[N+](=O)[O-])Br)C(=O)OC(C)C)C (isopropyl (S)-4-acetyl-7-bromo-3-methyl-6-nitro-3,4-dihydroquinoxaline-1(2H)-carboxylate). Isolated yield 98.3%. Reaction SMILES: [C:1]([N:4]1[C:13]2[C:8](=[CH:9][C:10]([Br:14])=[CH:11][CH:12]=2)[N:7]([C:15]([O:17][CH:18]([CH3:20])[CH3:19])=[O:16])[CH2:6][C@@H:5]1[CH3:21])(=[O:3])[CH3:2].[N+:22]([O-])([OH:24])=[O:23]>C(O)(=O)C>[C:1]([N:4]1[C:13]2[C:8](=[CH:9][C:10]([Br:14])=[C:11]([N+:22]([O-:24])=[O:23])[CH:12]=2)[N:7]([C:15]([O:17][CH:18]([CH3:20])[CH3:19])=[O:16])[CH2:6][C@@H:5]1[CH3:21])(=[O:3])[CH3:2]. Procedure details: A reaction vial was charged with isopropyl (S)-4-acetyl-7-bromo-3-methyl-3,4-dihydroquinoxaline-1(2H)-carboxylate (0.100 g, 0.282 mmol) and acetic acid (1 mL), and the reaction was heated to 110° C. Nitric acid (37.7 μL, 0.845 mmol) was added dropwise and the reaction was stirred at 110° C. for 1 h. The reaction was cooled to ambient temperature and then added dropwise to an ice/water bath. The resulting slurry was filtered, and the filter cake was dried overnight under vacuum to provide isoprop...